Dataset: the Open Reaction Database (ORD), a public repository of structured organic reaction records. Task: describe an organic reaction: reactants, conditions, products, and yield Starting materials: Clc1ccc(Br)cn1, OCCF, [H-], [Na+], C1CCOC1, O. The product is FCCOc1ccc(Br)cn1. Reaction SMILES: [Br:12][c:13]1[cH:14][cH:15][c:16]([Cl:19])[n:17][cH:18]1.[F:1][CH2:2][CH2:3][OH:4].[H-:10].[Na+:11].[O:5]1[CH2:6][CH2:7][CH2:8][CH2:9]1.[OH2:20]>>[F:1][CH2:2][CH2:3][O:4][c:16]1[cH:15][cH:14][c:13]([Br:12])[cH:18][n:17]1. Starting materials: O[C@H]1C[C@@H]2CC[C@H]3[C@@H]4CC[C@H](C(CCOC(CI)=O)=O)[C@]4(CC([C@@H]3[C@]2(CC1)C)=O)C (3α-Hydroxy-21-iodoacetoxymethyl-5α-pregnane-11,20-dione), N1CCOCC1 (morpholine). Run in ClCCl (dichloromethane), ClCCl (dichloromethane). Run at time 30 minute. Product: O[C@H]1C[C@@H]2CC[C@H]3[C@@H]4CC[C@H](C(CCOC(CN5CCOCC5)=O)=O)[C@]4(CC([C@@H]3[C@]2(CC1)C)=O)C (3α-Hydroxy-21-morpholinoacetoxymethyl-5α-pregnane-11,20-dione). Reaction SMILES: [OH:1][C@@H:2]1[CH2:27][CH2:26][C@@:25]2([CH3:28])[C@@H:4]([CH2:5][CH2:6][C@@H:7]3[C@@H:24]2[C:23](=[O:29])[CH2:22][C@@:21]2([CH3:30])[C@H:8]3[CH2:9][CH2:10][C@@H:11]2[C:12](=[O:20])[CH2:13][CH2:14][O:15][C:16](=[O:19])[CH2:17]I)[CH2:3]1.[NH:31]1[CH2:36][CH2:35][O:34][CH2:33][CH2:32]1>ClCCl>[OH:1][C@@H:2]1[CH2:27][CH2:26][C@@:25]2([CH3:28])[C@@H:4]([CH2:5][CH2:6][C@@H:7]3[C@@H:24]2[C:23](=[O:29])[CH2:22][C@@:21]2([CH3:30])[C@H:8]3[CH2:9][CH2:10][C@@H:11]2[C:12](=[O:20])[CH2:13][CH2:14][O:15][C:16](=[O:19])[CH2:17][N:31]2[CH2:36][CH2:35][O:34][CH2:33][CH2:32]2)[CH2:3]1. Procedure details: 3α-Hydroxy-21-iodoacetoxymethyl-5α-pregnane-11,20-dione (230 mg) in dry dichloromethane (25 ml) was treated with morpholine (1.0 ml) and the solution was stirred at room temperature for 30 minutes. The solution was diluted with dichloromethane, washed twice with water, dried over sodium sulphate and evaporated to a colourless gum (230 mg) which was purified by preparative t.l.c. in acetone/petrol 1:1. The main band was separated to give title compound (172 mg) as a white foam, [α]D + 79° (c 0.68... The reactants are CC=1C=C(C=CC1)CN1C2=CC=CC(=C2C=2C(CC(CC12)C)=O)C(=O)OC (9-[(3-methylphenyl)methyl]-5-carbomethoxy-2-methyl-1,2-dihydrocarbazol-4(3H)-one), [H-].[Na+] (sodium hydride), oil, C1(=CC=CC=C1)S(=O)OC (methyl benzenesulfinate). The solvent is C(C)(=O)OCC (ethyl acetate), O1CCOCC1 (dioxane), O1CCOCC1 (dioxane), C(C)(=O)O (acetic acid). Reaction conditions: time 6 minute. Yields the product CC=1C=C(C=CC1)CN1C2=CC=CC(=C2C=2C(=CC(=CC12)C)O)C(=O)OC (9-[(3-methylphenyl)methyl]-2-methyl-4-hydroxy-5-carbomethoxy carbazole). Isolated yield 65.6%. Reaction SMILES: [CH3:1][C:2]1[CH:3]=[C:4]([CH2:8][N:9]2[C:21]3[CH2:20][CH:19]([CH3:22])[CH2:18][C:17](=[O:23])[C:16]=3[C:15]3[C:10]2=[CH:11][CH:12]=[CH:13][C:14]=3[C:24]([O:26][CH3:27])=[O:25])[CH:5]=[CH:6][CH:7]=1.[H-].[Na+].C1(S(OC)=O)C=CC=CC=1>O1CCOCC1.C(O)(=O)C.C(OCC)(=O)C>[CH3:1][C:2]1[CH:3]=[C:4]([CH2:8][N:9]2[C:21]3[CH:20]=[C:19]([CH3:22])[CH:18]=[C:17]([OH:23])[C:16]=3[C:15]3[C:10]2=[CH:11][CH:12]=[CH:13][C:14]=3[C:24]([O:26][CH3:27])=[O:25])[CH:5]=[CH:6][CH:7]=1 |f:1.2|. Procedure details: To a solution of 9-[(3-methylphenyl)methyl]-5-carbomethoxy-2-methyl-1,2-dihydrocarbazol-4(3H)-one (1.41 g, 3.89 mM) in 13 ml dioxane was added 60% sodium hydride in mineral oil (0.36 g, 8.95 mM). The reaction was stirred 6 minutes, then methyl benzenesulfinate (0.81 ml, 6.22 mM) was added. The reaction was stirred an additional 6 hours, then diluted with 20 ml dioxane and 0.51 ml acetic acid. The mixture was refluxed 30 minutes, diluted with ethyl acetate, and extracted with saturated NaHCO3, br... Reactants: CC(C)(C)C=1C=C(C=C(C1O)C(C)(C)C)SC(C)(C)SC2=CC(=C(C(=C2)C(C)(C)C)O)C(C)(C)C (Probucol), ClCCCC(=O)OC (methyl 4-chlorobutyrate), [F-].[K+] (potassium fluoride on alumina). Solvent: CN(C)C=O (DMF). Conditions: time 20.5 hour. The product is CC(C)(C)C=1C=C(C=C(C1O)C(C)(C)C)SC(C)(C)SC1=CC(=C(OCCCC(=O)OC)C(=C1)C(C)(C)C)C(C)(C)C (methyl 4-[4-[[1-[[3,5-bis(1,1-dimethylethyl)-4-hydroxyphenyl]thio]-1-methylethyl]thio]-2,6-bis(1,1-dimethylethyl)phenoxy]butyrate). The yield is 16.4%. RXN SMILES: [CH3:1][C:2]([C:5]1[CH:6]=[C:7]([S:16][C:17]([S:20][C:21]2[CH:26]=[C:25]([C:27]([CH3:30])([CH3:29])[CH3:28])[C:24]([OH:31])=[C:23]([C:32]([CH3:35])([CH3:34])[CH3:33])[CH:22]=2)([CH3:19])[CH3:18])[CH:8]=[C:9]([C:12]([CH3:15])([CH3:14])[CH3:13])[C:10]=1[OH:11])([CH3:4])[CH3:3].Cl[CH2:37][CH2:38][CH2:39][C:40]([O:42][CH3:43])=[O:41].[F-].[K+]>CN(C=O)C>[CH3:4][C:2]([C:5]1[CH:6]=[C:7]([S:16][C:17]([S:20][C:21]2[CH:22]=[C:23]([C:32]([CH3:35])([CH3:34])[CH3:33])[C:24]([O:31][CH2:37][CH2:38][CH2:39][C:40]([O:42][CH3:43])=[O:41])=[C:25]([C:27]([CH3:30])([CH3:29])[CH3:28])[CH:26]=2)([CH3:18])[CH3:19])[CH:8]=[C:9]([C:12]([CH3:13])([CH3:14])[CH3:15])[C:10]=1[OH:11])([CH3:1])[CH3:3] |f:2.3|. Procedure: Probucol (5, 9.69 mmol) and methyl 4-chlorobutyrate (3.1 g. 1.4 eq) were stirred in DMF (15 mL) and potassium fluoride on alumina (7 g, 5 eq) was added. The mixture was stirred at room temperature under nitrogen for 20.5 hours. It was filtered, diluted with ethyl acetate (100 mL), washed with water and brine, dried over sodium sulfate, and evaporated. Chromatography (MPLC, 10% to 80% of dichloromethane in hexanes) gave 0.98 g of methyl 4-[4-[[1-[[3,5-bis(1,1-dimethylethyl)-4-hydroxyphenyl]thio]-... RXN SMILES: C(O)C.O.NN.[CH3:7][N:8]1[C:14](=[O:15])[CH2:13][CH2:12][C:11]([CH3:17])([CH3:16])[C:10]2[CH:18]=[C:19]([N+:22]([O-])=O)[CH:20]=[CH:21][C:9]1=2>[Pd].O>[NH2:22][C:19]1[CH:20]=[CH:21][C:9]2[N:8]([CH3:7])[C:14](=[O:15])[CH2:13][CH2:12][C:11]([CH3:17])([CH3:16])[C:10]=2[CH:18]=1 |f:1.2|. Reported procedure: Added 16 mL of ethanol, 10% Palladium on activated carbon, 50% wet with water for safety (129 mg), and hydrazine monohydrate (200 ul) to 1,5,5-Trimethyl-7-nitro-1,3,4,5-tetrahydro-benzo[b]azepin-2-one (257 mg, 1.035 mmol). Heated reaction to 60° C. overnight. Filtered reaction through Celite, and concentrated under reduced pressure to obtain a colorless sticky solid, 7-Amino-1,5,5-trimethyl-1,3,4,5-tetrahydro-benzo[b]azepin-2-one (223 mg, 99%). LCMS: m/z=219.04 (M+H+), 1H NMR (400 MHz, DMSO-d6) ... The product is NC1=CC2=C(N(C(CCC2(C)C)=O)C)C=C1 (7-Amino-1,5,5-trimethyl-1,3,4,5-tetrahydro-benzo[b]azepin-2-one). Run in O (water). The reagents and catalysts are [Pd] (Palladium on activated carbon). The yield is 98.7%. Starting materials: C(C)O (ethanol), O.NN (hydrazine monohydrate), CN1C2=C(C(CCC1=O)(C)C)C=C(C=C2)[N+](=O)[O-] (1,5,5-Trimethyl-7-nitro-1,3,4,5-tetrahydro-benzo[b]azepin-2-one). Starting materials: CCCCCCCC(=O)O, O, O=S(Br)Br. Yields the product CCCCCCCC(=O)Br. RXN SMILES: [CH3:5][CH2:6][CH2:7][CH2:8][CH2:9][CH2:10][CH2:11][C:12]([OH:13])=[O:14].[OH2:15].[S:1]([Br:2])([Br:3])=[O:4]>>[Br:3][C:12]([CH2:11][CH2:10][CH2:9][CH2:8][CH2:7][CH2:6][CH3:5])=[O:14]. Starting materials: CC1=NOC(=C1B(O)O)C ((3,5-dimethylisoxazol-4-yl)boronic acid), BrC1=CN(C2=CC(=CC=C12)S(=O)(=O)N(C1=NC=NS1)CC1=C(C=C(C=C1)OC)OC)C (3-bromo-N-(2,4-dimethoxybenzyl)-1-methyl-N-(1,2,4-thiadiazol-5-yl)-1H-indole-6-sulfonamide). Product: CC1=NOC(=C1C1=CN(C2=CC(=CC=C12)S(=O)(=O)NC1=NC=NS1)C)C (3-(3,5-dimethylisoxazol-4-yl)-1-methyl-N-(1,2,4-thiadiazol-5-yl)-1H-indole-6-sulfonamide). As a reaction SMILES: [CH3:1][C:2]1[C:6](B(O)O)=[C:5]([CH3:10])[O:4][N:3]=1.Br[C:12]1[C:20]2[C:15](=[CH:16][C:17]([S:21]([N:24](CC3C=CC(OC)=CC=3OC)[C:25]3[S:29][N:28]=[CH:27][N:26]=3)(=[O:23])=[O:22])=[CH:18][CH:19]=2)[N:14]([CH3:41])[CH:13]=1>>[CH3:1][C:2]1[C:6]([C:12]2[C:20]3[C:15](=[CH:16][C:17]([S:21]([NH:24][C:25]4[S:29][N:28]=[CH:27][N:26]=4)(=[O:22])=[O:23])=[CH:18][CH:19]=3)[N:14]([CH3:41])[CH:13]=2)=[C:5]([CH3:10])[O:4][N:3]=1. Reported procedure: The title compound was prepared in an analogous manner to that described in Example 28 using (3,5-dimethylisoxazol-4-yl)boronic acid and 3-bromo-N-(2,4-dimethoxybenzyl)-1-methyl-N-(1,2,4-thiadiazol-5-yl)-1H-indole-6-sulfonamide, and the desired product, 3-(3,5-dimethylisoxazol-4-yl)-1-methyl-N-(1,2,4-thiadiazol-5-yl)-1H-indole-6-sulfonamide, was isolated as an off-white solid. 1H NMR (500 MHz, DMSO-d6) δ ppm 2.13 (s, 3 H) 2.31 (s, 3 H) 3.89 (s, 3 H) 7.41-7.49 (m, 2 H) 7.64 (s, 1 H) 7.90-7.93 (m,...